describe an organic reaction: reactants, conditions, products, and yield From a dataset of the Open Reaction Database (ORD), a public repository of structured organic reaction records. Starting materials: NCCBr, Br, ClC(Cl)Cl, O=S(=O)(Cl)CCl, c1ccncc1. The product is O=S(=O)(CCl)NCCBr. RXN SMILES: [Br:8][CH2:9][CH2:10][NH2:11].[BrH:7].[CH:18]([Cl:19])([Cl:20])[Cl:21].[Cl:12][CH2:13][S:14](=[O:15])(=[O:16])[Cl:17].[cH:1]1[cH:2][cH:3][n:4][cH:5][cH:6]1>>[Br:8][CH2:9][CH2:10][NH:11][S:14]([CH2:13][Cl:12])(=[O:15])=[O:16]. Reactants: [H-].C(C(C)C)[Al+]CC(C)C (diisobutylaluminum hydride), saturated solution, O1CCOC12C(CCCC2)C(=O)OCC (ethyl 1,4-dioxaspiro[4.5]decane-6-carboxylate), O.O.O.O.C(=O)([O-])C(O)C(O)C(=O)[O-].[Na+].[K+] (potassium sodium tartrate tetrahydrate), CO (MeOH). Solvent: C1(=CC=CC=C1)C (toluene), C1(=CC=CC=C1)C (toluene). The product is O1CCOC12C(CCCC2)C=O (1,4-dioxaspiro[4.5]decane-6-carboxaldehyde). The yield is 80.5%. As a reaction SMILES: [O:1]1[C:5]2([CH2:10][CH2:9][CH2:8][CH2:7][CH:6]2[C:11](OCC)=[O:12])[O:4][CH2:3][CH2:2]1.[H-].C([Al+]CC(C)C)C(C)C.CO.O.O.O.O.C(C(C(C([O-])=O)O)O)([O-])=O.[Na+].[K+]>C1(C)C=CC=CC=1>[O:1]1[C:5]2([CH2:10][CH2:9][CH2:8][CH2:7][CH:6]2[CH:11]=[O:12])[O:4][CH2:3][CH2:2]1 |f:1.2,4.5.6.7.8.9.10|. Reported procedure: To the product of Example 74 (10.0 g, 46.7 mmol) in 150 mL of toluene cooled to -78° C. was added dropwise under argon (Ar) 93.5 mL (93.5 mmol) of diisobutylaluminum hydride (DIBAL) in toluene over a 15 min. period. After stirring this reaction for 45 min., MeOH (40 mL) was added dropwise followed by 200 mL of a saturated solution of Rochelle salts (potassium sodium tartrate tetrahydrate). The reaction was warmed to room temperature, stirred for one hour, and the organic layer was separated The ... Reactants: Cn1ccc(Br)cc1=O, CCC(c1ccc(B2OC(C)(C)C(C)(C)O2)cc1)N1CCC(CC(C)(C)O)(c2ccccc2)OC1=O. Product: CCC(c1ccc(-c2ccn(C)c(=O)c2)cc1)N1CCC(CC(C)(C)O)(c2ccccc2)OC1=O. As a reaction SMILES: [Br:37][c:38]1[cH:39][c:40](=[O:45])[n:41]([CH3:44])[cH:42][cH:43]1.[OH:1][C:2]([CH2:3][C:4]1([c:29]2[cH:30][cH:31][cH:32][cH:33][cH:34]2)[CH2:5][CH2:6][N:7]([CH:11]([CH2:12][CH3:13])[c:14]2[cH:15][cH:16][c:17]([B:20]3[O:21][C:22]([CH3:23])([CH3:24])[C:25]([CH3:26])([CH3:27])[O:28]3)[cH:18][cH:19]2)[C:8](=[O:10])[O:9]1)([CH3:35])[CH3:36]>>[OH:1][C:2]([CH2:3][C:4]1([c:29]2[cH:30][cH:31][cH:32][cH:33][cH:34]2)[CH2:5][CH2:6][N:7]([CH:11]([CH2:12][CH3:13])[c:14]2[cH:15][cH:16][c:17](-[c:38]3[cH:39][c:40](=[O:45])[n:41]([CH3:44])[cH:42][cH:43]3)[cH:18][cH:19]2)[C:8](=[O:10])[O:9]1)([CH3:35])[CH3:36]. The reactants are C(C)OC(CC1=CC=C(C=C1)NN)=O ((4-hydrazinophenyl)acetic acid ethyl ester), FC1=CC=C(C=C1)C(CC#N)=O (3-(4-fluorophenyl)-3-oxopropionitrile). Product: C(C)OC(CC1=CC=C(C=C1)N1N=C(C=C1N)C1=CC=C(C=C1)F)=O ({4-[5-amino-3-(4-fluorophenyl)pyrazol-1-yl]phenyl}acetic acid ethyl ester). The yield is 67.9%. RXN SMILES: [CH2:1]([O:3][C:4](=[O:14])[CH2:5][C:6]1[CH:11]=[CH:10][C:9]([NH:12][NH2:13])=[CH:8][CH:7]=1)[CH3:2].[F:15][C:16]1[CH:21]=[CH:20][C:19]([C:22](=O)[CH2:23][C:24]#[N:25])=[CH:18][CH:17]=1>>[CH2:1]([O:3][C:4](=[O:14])[CH2:5][C:6]1[CH:11]=[CH:10][C:9]([N:12]2[C:24]([NH2:25])=[CH:23][C:22]([C:19]3[CH:18]=[CH:17][C:16]([F:15])=[CH:21][CH:20]=3)=[N:13]2)=[CH:8][CH:7]=1)[CH3:2]. Procedure details: Using general method M, (4-hydrazinophenyl)acetic acid ethyl ester (36 g, 0.217 mol) and 3-(4-fluorophenyl)-3-oxopropionitrile (38 g, 0.26 mol) were combined to yield {4-[5-amino-3-(4-fluorophenyl)pyrazol-1-yl]phenyl}acetic acid ethyl ester (50 g, 68% yield). 1H NMR (300 MHz, CDCl3): δ 7.80 (s, 2H), 7.40 (m, 4H), 7.00 (m, 2H), 6.29 (s, 1H), 4.07 (q, J=3.9 Hz, 2H), 3.53 (s, 2H), 1.23 (t, J=3.9 Hz, 3H); MS (ESI) m/z: 340 (M+H+). RXN SMILES: [CH3:32][CH2:33][OH:34].[CH3:3][C:4]1([CH3:31])[O:5][c:6]2[cH:7][c:8]([CH3:30])[c:9]([C:16](=[CH:17][c:18]3[cH:19][cH:20][c:21]([C:22](=[O:23])[O:24][CH2:25][CH3:26])[cH:27][cH:28]3)[CH3:29])[cH:10][c:11]2[C:12]([CH3:14])([CH3:15])[CH2:13]1.[K+:2].[OH-:1]>>[CH3:3][C:4]1([CH3:31])[O:5][c:6]2[cH:7][c:8]([CH3:30])[c:9]([C:16](=[CH:17][c:18]3[cH:19][cH:20][c:21]([C:22](=[O:23])[OH:24])[cH:27][cH:28]3)[CH3:29])[cH:10][c:11]2[C:12]([CH3:14])([CH3:15])[CH2:13]1. The reactants are CCO, CCOC(=O)c1ccc(C=C(C)c2cc3c(cc2C)OC(C)(C)CC3(C)C)cc1, [K+], [OH-]. Yields the product CC(=Cc1ccc(C(=O)O)cc1)c1cc2c(cc1C)OC(C)(C)CC2(C)C.